From a dataset of the Open Reaction Database (ORD), a public repository of structured organic reaction records. describe an organic reaction: reactants, conditions, products, and yield Starting materials: OC1=C(C(=O)OC)C=CC=C1NC(C1=CC(=CC=C1)C=1C=NC=CC1)=O (Methyl 2-hydroxy-3-(3-(pyridin-3-yl)benzamido)benzoate), O.CC1=CC=C(C=C1)S(=O)(=O)O (4-methylbenzenesulfonic acid monohydrate). Run in C1(=CC=CC=C1)C (toluene). Yields the product N1=CC(=CC=C1)C=1C=C(C=CC1)C=1OC2=C(N1)C=CC=C2C(=O)OC (methyl 2-(3-(pyridin-3-yl)phenyl)benzo[d]oxazole-7-carboxylate). The yield is 15.7%. Reaction SMILES: O[C:2]1[C:11]([NH:12][C:13](=[O:26])[C:14]2[CH:19]=[CH:18][CH:17]=[C:16]([C:20]3[CH:21]=[N:22][CH:23]=[CH:24][CH:25]=3)[CH:15]=2)=[CH:10][CH:9]=[CH:8][C:3]=1[C:4]([O:6][CH3:7])=[O:5].O.CC1C=CC(S(O)(=O)=O)=CC=1>C1(C)C=CC=CC=1>[N:22]1[CH:23]=[CH:24][CH:25]=[C:20]([C:16]2[CH:15]=[C:14]([C:13]3[O:26][C:2]4[C:3]([C:4]([O:6][CH3:7])=[O:5])=[CH:8][CH:9]=[CH:10][C:11]=4[N:12]=3)[CH:19]=[CH:18][CH:17]=2)[CH:21]=1 |f:1.2|. Procedure: Methyl 2-hydroxy-3-(3-(pyridin-3-yl)benzamido)benzoate (0.9 g, 2.5 mmol) and 4-methylbenzenesulfonic acid monohydrate (1 g, 5 mmol) were added to toluene (20 mL) and the mixture was stirred under reflux for 2 days. The resulting mixture was extracted with ethyl acetate (100 mL×4) and concentrated. The crude product was purified by column chromatography (silica gel, petroleum ether/ethyl acetate=20:1 to 10:1). 130 mg of methyl 2-(3-(pyridin-3-yl)phenyl)benzo[d]oxazole-7-carboxylate as a solid was... Starting materials: O=C([O-])[O-], CS(C)=O, Cl, N#Cc1ccc(F)c2ccsc12, [K+], [K+], O, OCCC1CCNC1. The product is N#Cc1ccc(N2CCC(CCO)C2)c2ccsc12. RXN SMILES: [C:22](=[O:23])([O-:24])[O-:25].[CH3:28][S:29]([CH3:30])=[O:31].[ClH:13].[F:1][c:2]1[cH:3][cH:4][c:5]([C:11]#[N:12])[c:6]2[c:7]1[cH:8][cH:9][s:10]2.[K+:26].[K+:27].[OH2:32].[OH:14][CH2:15][CH2:16][CH:17]1[CH2:18][NH:19][CH2:20][CH2:21]1>>[c:2]1([N:19]2[CH2:18][CH:17]([CH2:16][CH2:15][OH:14])[CH2:21][CH2:20]2)[cH:3][cH:4][c:5]([C:11]#[N:12])[c:6]2[c:7]1[cH:8][cH:9][s:10]2. Reactants: NC1=CC=CC=C1 (aniline), C(CCC)[Li] (n-butyl lithium), C(C)(C)(C)OC(=O)N1CC(CCC1)C(=O)O (1-t-butoxycarbonyl-3-piperidinecarboxylic acid), [H-].[Na+] (sodium hydride), C(C(=O)Cl)(=O)Cl (oxalyl chloride), [Cl-].[NH4+] (ammonium chloride). Run in O1CCCC1 (tetrahydrofuran), ClCCl (dichloromethane), CN(C=O)C (dimethylformamide). Reaction conditions: time 30 minute. Yields the product C(C)(C)(C)OC(=O)N1CC(CCC1)C(=O)NC1=CC=CC=C1 (1-t-butoxycarbonylpiperidine-3-carboxanilide). Yield: 71.8%. Reaction SMILES: [C:1]([O:5][C:6]([N:8]1[CH2:13][CH2:12][CH2:11][CH:10]([C:14]([OH:16])=O)[CH2:9]1)=[O:7])([CH3:4])([CH3:3])[CH3:2].[H-].[Na+].C(Cl)(=O)C(Cl)=O.[NH2:25][C:26]1[CH:31]=[CH:30][CH:29]=[CH:28][CH:27]=1.C([Li])CCC.[Cl-].[NH4+]>ClCCl.O1CCCC1.CN(C)C=O>[C:1]([O:5][C:6]([N:8]1[CH2:13][CH2:12][CH2:11][CH:10]([C:14]([NH:25][C:26]2[CH:31]=[CH:30][CH:29]=[CH:28][CH:27]=2)=[O:16])[CH2:9]1)=[O:7])([CH3:2])([CH3:3])[CH3:4] |f:1.2,6.7|. Reported procedure: A solution of 1-t-butoxycarbonyl-3-piperidinecarboxylic acid (458 mg, 2.00 mmol), sodium hydride (88 mg, 2.20 mmol, 60% oil suspension), oxalyl chloride (0.22 ml, 2.50 mmol) and catalytic amount of dimethylformamide (0.20 ml) in dichloromethane (16 ml) was stirred at 0° C. After stirring for 30 min, aniline (0.20 ml, 2.20 mmol) which was treated with n-butyl lithium (1.45 ml, 2.30 mmol, 1.59 M in hexane) in tetrahydrofuran (4 ml) was added to the reaction mixture at 0° C. After additional 30 min... Reactants: ClC=1N=CNC1Cl (4,5-Dichloroimidazole), [OH-].[K+] (Potassium hydroxide), BrCCCCCCC (1-bromoheptane), Cl.ClCC1=NC2=CC=CC=C2C=C1 (2-chloromethylquinoline hydrochloride). Run in C(C)#N (acetonitrile), C(C)#N (acetonitrile). Reaction conditions: time 0.5 hour. Yields the product C(CCCCCC)N1CC(=CC2=CC=CC=C12)C.[Br-].ClC=1NC=[NH+]C1Cl (1-heptyl-3-methylquinoline 4,5-dichloroimidazolium bromide). As a reaction SMILES: [Cl:1][C:2]1[N:3]=[CH:4][NH:5][C:6]=1[Cl:7].[OH-].[K+].[Br:10][CH2:11][CH2:12][CH2:13][CH2:14][CH2:15][CH2:16][CH3:17].Cl.ClC[C:21]1[CH:30]=[CH:29][C:28]2[C:23](=[CH:24][CH:25]=CC=2)N=1>C(#N)C>[CH2:11]([N:5]1[C:6]2[C:28](=[CH:23][CH:24]=[CH:25][CH:2]=2)[CH:29]=[C:30]([CH3:21])[CH2:4]1)[CH2:12][CH2:13][CH2:14][CH2:15][CH2:16][CH3:17].[Br-:10].[Cl:1][C:2]1[NH:3][CH:4]=[NH+:5][C:6]=1[Cl:7] |f:1.2,4.5,7.8.9|. Reported procedure: 4,5-Dichloroimidazole (1.23 g, 9 mmol) will be dissolved into acetonitrile. Potassium hydroxide (0.61 g, 9.9 mmol) will be added and the mixture will be allowed to stir for 0.5 h. 1-bromoheptane (9 mmol) will be added and the solution will be allowed to reflux overnight. The solution will be filtered hot to remove a white precipitate (presumed to be KBr). 2-chloromethylquinoline hydrochloride (9 mmol) will be dissolved into acetonitrile along with an equivalent of base. This mixture will be adde... Yield: 16.0%. Reported procedure: A solution of chiral (2′S,3S,4′R)-6-chloro-4′-[5-chloro-2-(1-hydroxycarbonyl-1-methyl-ethoxy)-phenyl]-2′-(5-fluoro-2-methyl-phenyl)spiro[3H-indole-3,3′-piperidine]-2,6′(1H)-dione (50 mg, 0.09 mmol) prepared in Example 12a and CDI (32 mg, 0.2 mmol) in DMF (2 mL) was heated at 60° C. for 2 h. Then to this solution was added a mixture of 2-methoxy-ethanesulfonic acid amide (139 mg, 1 mmol) and NaH (35 mg, 60%, 0.9 mmol) in DMF (2 mL), which had been stirred at room temperature for 3 h. After the re... Run at time 3 hour. Product: ClC1=CC=C2C(=C1)NC([C@]21[C@@H](NC(C[C@@H]1C1=C(C=CC(=C1)Cl)OC(C(=O)NS(=O)(=O)CCOC)(C)C)=O)C1=C(C=CC(=C1)F)C)=O ((2′S,3S,4′R)-6-chloro-4′-{5-chloro-2-[2-(2-methoxy-ethanesulfonylamino)-1,1-dimethyl-2-oxo-ethoxy]-phenyl}-2′-(5-fluoro-2-methyl-phenyl)-spiro[3H-indole-3,3′-piperidine]-2,6′(1H)-dione). Reactants: COCCS(=O)(=O)N (2-methoxy-ethanesulfonic acid amide), [H-].[Na+] (NaH), Cl (HCl), ClC1=CC=C2C(=C1)NC([C@]21[C@@H](NC(C[C@@H]1C1=C(C=CC(=C1)Cl)OC(C)(C)C(=O)O)=O)C1=C(C=CC(=C1)F)C)=O ((2′S,3S,4′R)-6-chloro-4′-[5-chloro-2-(1-hydroxycarbonyl-1-methyl-ethoxy)-phenyl]-2′-(5-fluoro-2-methyl-phenyl)spiro[3H-indole-3,3′-piperidine]-2,6′(1H)-dione), C1=CN(C=N1)C(=O)N2C=CN=C2 (CDI). As a reaction SMILES: [Cl:1][C:2]1[CH:7]=[C:6]2[NH:8][C:9](=[O:39])[C@@:10]3([C@@H:15]([C:16]4[CH:21]=[C:20]([Cl:22])[CH:19]=[CH:18][C:17]=4[O:23][C:24]([C:27](O)=[O:28])([CH3:26])[CH3:25])[CH2:14][C:13](=[O:30])[NH:12][C@H:11]3[C:31]3[CH:36]=[C:35]([F:37])[CH:34]=[CH:33][C:32]=3[CH3:38])[C:5]2=[CH:4][CH:3]=1.C1N=CN(C(N2C=NC=C2)=O)C=1.[CH3:52][O:53][CH2:54][CH2:55][S:56]([NH2:59])(=[O:58])=[O:57].[H-].[Na+].Cl>CN(C=O)C.O>[Cl:1][C:2]1[CH:7]=[C:6]2[NH:8][C:9](=[O:39])[C@@:10]3([C@@H:15]([C:16]4[CH:21]=[C:20]([Cl:22])[CH:19]=[CH:18][C:17]=4[O:23][C:24]([CH3:25])([CH3:26])[C:27]([NH:59][S:56]([CH2:55][CH2:54][O:53][CH3:52])(=[O:58])=[O:57])=[O:28])[CH2:14][C:13](=[O:30])[NH:12][C@H:11]3[C:31]3[CH:36]=[C:35]([F:37])[CH:34]=[CH:33][C:32]=3[CH3:38])[C:5]2=[CH:4][CH:3]=1 |f:3.4|. The solvent is CN(C)C=O (DMF), O (water), CN(C)C=O (DMF). As a reaction SMILES: [C:1]1([NH:7][C:8]2[C:13]([C:14]([O:16]C)=O)=[CH:12][CH:11]=[CH:10][N:9]=2)[CH:6]=[CH:5][CH:4]=[CH:3][CH:2]=1.[CH3:18][C:19](C)([O-:21])C.[K+]>C(OCCCC)(=O)C>[OH:16][C:14]1[C:13]2[C:8](=[N:9][CH:10]=[CH:11][CH:12]=2)[N:7]([C:1]2[CH:2]=[CH:3][CH:4]=[CH:5][CH:6]=2)[C:19](=[O:21])[CH:18]=1 |f:1.2|. Product: OC1=CC(N(C2=NC=CC=C12)C1=CC=CC=C1)=O (4-Hydroxy-1-phenyl-1,8-naphthyridin-2(1H)-one). The solvent is C(C)(=O)OCCCC (n-butyl acetate), C(C)(=O)OCCCC (n-butyl acetate). Procedure: To a stirred solution of 1 kg. of methyl 2-phenylamino-3-pyridine carboxylate in 3.97 liters of n-butyl acetate there is added portionwise, 1.1 kg. of potassium tertiary butoxide. After the addition of the potassium tertiary butoxide, there is added an additional 1.32 liters of n-butyl acetate. The reaction mixture is heated to reflux for 20 hours during which the internal temperature of the reaction mixture rose from 90° C. to 122° C. During this period, 1.8 liters of liquid is removed from the... Reactants: CC(C)([O-])C.[K+] (potassium tertiary butoxide), C1(=CC=CC=C1)NC1=NC=CC=C1C(=O)OC (methyl 2-phenylamino-3-pyridine carboxylate), CC(C)([O-])C.[K+] (potassium tertiary butoxide). The reactants are CN1C(NC(C1)=O)=O (1-Methylimidazolidine-2,4-dione), N(=C=O)CCCCCC (1-isocyanatohexane). Product: CN1C(NC(C1)=O)=O.C(CCCCC)C(=O)N (3-Methyl-2,5-dioxoimidazolidine 1-hexyl carboxamide). RXN SMILES: [CH3:1][N:2]1[CH2:6][C:5](=[O:7])[NH:4][C:3]1=[O:8].N([CH2:12][CH2:13][CH2:14][CH2:15][CH2:16]C)=C=O>>[CH3:1][N:2]1[CH2:6][C:5](=[O:7])[NH:4][C:3]1=[O:8].[CH2:6]([C:5]([NH2:4])=[O:7])[CH2:12][CH2:13][CH2:14][CH2:15][CH3:16] |f:2.3|. Procedure details: 1-Methylimidazolidine-2,4-dione (100 mg, 0.876 mmol) and 1-isocyanatohexane (133.8 mg, 1.05 mmol) were reacted in analogy to example 1. Yield: 43.2 mg (20%), M+H+: 242.15. Starting materials: C[Si](CCOCN1C=NC=C1)(C)C (1-(2-trimethylsilanyl-ethoxymethyl)-1H-imidazole), C(C)OC(N(CC1=CC=CC=C1)C1=C(C(=NC(=C1)Br)N)[N+](=O)[O-])=O ((2-amino-6-bromo-3-nitro-pyridin-4-yl)-benzyl-carbamic acid ethyl ester). Reagents/catalysts: [Cl-].[Cl-].C1(=CC=CC=C1)P(C1=CC=CC=C1)C1=CC=CC=C1.C1(=CC=CC=C1)P(C1=CC=CC=C1)C1=CC=CC=C1.[Pd+2] (palladium bis(triphenylphosphine)dichloride). Yields the product C(C)OC(N(CC1=CC=CC=C1)C1=C(C(=NC(=C1)C=1N(C=CN1)COCC[Si](C)(C)C)N)[N+](=O)[O-])=O ({2-Amino-3-nitro-6-[1-(2-trimethylsilanyl-ethoxymethyl)-1H-imidazol-2-yl]-pyridin-4-yl}-benzyl-carbamic acid ethyl ester), product. As a reaction SMILES: [CH3:1][Si:2]([CH3:13])([CH3:12])[CH2:3][CH2:4][O:5][CH2:6][N:7]1[CH:11]=[CH:10][N:9]=[CH:8]1.[CH2:14]([O:16][C:17](=[O:37])[N:18]([C:26]1[CH:31]=[C:30](Br)[N:29]=[C:28]([NH2:33])[C:27]=1[N+:34]([O-:36])=[O:35])[CH2:19][C:20]1[CH:25]=[CH:24][CH:23]=[CH:22][CH:21]=1)[CH3:15]>[Cl-].[Cl-].C1(P(C2C=CC=CC=2)C2C=CC=CC=2)C=CC=CC=1.C1(P(C2C=CC=CC=2)C2C=CC=CC=2)C=CC=CC=1.[Pd+2]>[CH2:14]([O:16][C:17](=[O:37])[N:18]([C:26]1[CH:31]=[C:30]([C:8]2[N:7]([CH2:6][O:5][CH2:4][CH2:3][Si:2]([CH3:13])([CH3:12])[CH3:1])[CH:11]=[CH:10][N:9]=2)[N:29]=[C:28]([NH2:33])[C:27]=1[N+:34]([O-:36])=[O:35])[CH2:19][C:20]1[CH:21]=[CH:22][CH:23]=[CH:24][CH:25]=1)[CH3:15] |f:2.3.4.5.6|. Procedure: The title compound was prepared following the example in preparation 70, using 1-(2-trimethylsilanyl-ethoxymethyl)-1H-imidazole (201 mg), (2-amino-6-bromo-3-nitro-pyridin-4-yl)-benzyl-carbamic acid ethyl ester (200 mg) and palladium bis(triphenylphosphine)dichloride (71 mg), giving the product (174 mg) as a yellow gum.